Dataset: the Open Reaction Database (ORD), a public repository of structured organic reaction records. Task: describe an organic reaction: reactants, conditions, products, and yield Reactants: O=C1c2ccccc2C(=O)N1CCCBr, O=C([O-])[O-], CC(C)=O, CC(C)N1CCNCC1, [K+], [K+]. The product is CC(C)N1CCN(CCCN2C(=O)c3ccccc3C2=O)CC1. Reaction SMILES: [Br:1][CH2:2][CH2:3][CH2:4][N:5]1[C:6](=[O:15])[c:7]2[c:8]([cH:11][cH:12][cH:13][cH:14]2)[C:9]1=[O:10].[C:25](=[O:26])([O-:27])[O-:28].[CH3:31][C:32](=[O:33])[CH3:34].[CH:16]([CH3:17])([CH3:18])[N:19]1[CH2:20][CH2:21][NH:22][CH2:23][CH2:24]1.[K+:29].[K+:30]>>[CH2:2]([CH2:3][CH2:4][N:5]1[C:6](=[O:15])[c:7]2[c:8]([cH:11][cH:12][cH:13][cH:14]2)[C:9]1=[O:10])[N:22]1[CH2:21][CH2:20][N:19]([CH:16]([CH3:17])[CH3:18])[CH2:24][CH2:23]1. Reactants: O=O (oxygen), C(=O)(O)C12CC3(CC(CC(C1)C3)C2)[N+](=O)[O-] (1-carboxy-3-nitroadamantane). The solvent is C(C)(=O)O (acetic acid). The product is C(=O)(O)C12CC3(CC(CC(C1)C3)(C2)O)[N+](=O)[O-] (1-carboxy-3-nitro-5-adamantanol). Isolated yield 80.0%. As a reaction SMILES: [O:1]=O.[C:3]([C:6]12[CH2:15][CH:10]3[CH2:11][CH:12]([CH2:14][C:8]([N+:16]([O-:18])=[O:17])([CH2:9]3)[CH2:7]1)[CH2:13]2)([OH:5])=[O:4]>C(O)(=O)C>[C:3]([C:6]12[CH2:15][C:10]3([OH:1])[CH2:11][CH:12]([CH2:14][C:8]([N+:16]([O-:18])=[O:17])([CH2:9]3)[CH2:7]1)[CH2:13]2)([OH:5])=[O:4]. Reported procedure: In an atmosphere of oxygen, the mixture of 10 mmole of 1-carboxy-3-nitroadamantane, 1 mmole of NHPI, 0.05 mmole of V(AA)3 and 25 mL of acetic acid was allowed to react for 4 hours at 85° C. The reaction products were analyzed by gas-mass spectroscopy, and as a result, 1-carboxy-3-nitro-5-adamantanol was formed in a 80% yield.